Dataset: the Open Reaction Database (ORD), a public repository of structured organic reaction records. Task: describe an organic reaction: reactants, conditions, products, and yield Reactants: C#CCCCCC12OCC(CCC)(CS1)CS2, CC(=O)[O-], CC#N, [Na+], O, O=C(OO)c1cccc(Cl)c1. Product: C#CCCCCC12OCC(CCC)(CS1)CS2=O. As a reaction SMILES: [CH2:1]([CH2:2][CH2:3][CH2:4][C:5]#[CH:6])[C:7]12[O:8][CH2:9][C:10]([CH2:15][CH2:16][CH3:17])([CH2:11][S:12]1)[CH2:13][S:14]2.[CH3:19][C:20]([O-:21])=[O:22].[CH3:35][C:36]#[N:37].[Na+:18].[OH2:34].[OH:23][O:24][C:25]([c:26]1[cH:27][c:28]([Cl:29])[cH:30][cH:31][cH:32]1)=[O:33]>>[CH2:1]([CH2:2][CH2:3][CH2:4][C:5]#[CH:6])[C:7]12[O:8][CH2:9][C:10]([CH2:15][CH2:16][CH3:17])([CH2:11][S:12]1)[CH2:13][S:14]2=[O:21].